Dataset: the Open Reaction Database (ORD), a public repository of structured organic reaction records. Task: describe an organic reaction: reactants, conditions, products, and yield Reactants: C(C)(C)(C)OC(=O)N1CCC(CC1)N(C1CC1)C(=O)C=1C=NC(=NC1)Cl (4-[(2-chloro-pyrimidine-5-carbonyl)-cyclopropyl-amino]-piperidine-1-carboxylic acid tert-butyl ester), C(#N)CC1=CC=C(C=C1)B(O)O ((4-cyanomethylphenyl)boronic acid), Intermediate 6. Yields the product C1(CC1)N(C(=O)C=1C=NC(=NC1)C1=CC=C(C=C1)CC#N)C1CCNCC1 (2-(4-Cyanomethyl-phenyl)-pyrimidine-5-carboxylic acid cyclopropyl-piperidin-4-yl amide). RXN SMILES: C(OC([N:8]1[CH2:13][CH2:12][CH:11]([N:14]([C:18]([C:20]2[CH:21]=[N:22][C:23](Cl)=[N:24][CH:25]=2)=[O:19])[CH:15]2[CH2:17][CH2:16]2)[CH2:10][CH2:9]1)=O)(C)(C)C.[C:27]([CH2:29][C:30]1[CH:35]=[CH:34][C:33](B(O)O)=[CH:32][CH:31]=1)#[N:28]>>[CH:15]1([N:14]([CH:11]2[CH2:10][CH2:9][NH:8][CH2:13][CH2:12]2)[C:18]([C:20]2[CH:21]=[N:22][C:23]([C:33]3[CH:34]=[CH:35][C:30]([CH2:29][C:27]#[N:28])=[CH:31][CH:32]=3)=[N:24][CH:25]=2)=[O:19])[CH2:16][CH2:17]1. Procedure details: The title compound is prepared from 4-[(2-chloro-pyrimidine-5-carbonyl)-cyclopropyl-amino]-piperidine-1-carboxylic acid tert-butyl ester and (4-cyanomethylphenyl)boronic acid following a procedure analogous to that described in Intermediate 6. LC (method 4): tR=0.85 min; Mass spectrum (ESI+): m/z=362 [M+H]+. The reactants are CC(C)(C)OC(=O)NCC(=O)O, Nc1ccccc1-c1nc2ccccc2c(=O)o1. Yields the product CC(C)(C)OC(=O)NCC(=O)Nc1ccccc1-c1nc2ccccc2c(=O)o1. Reaction SMILES: [C:19]([CH3:20])([CH3:21])([CH3:22])[O:23][C:24](=[O:25])[NH:26][CH2:27][C:28](=[O:29])[OH:30].[NH2:1][c:2]1[c:3](-[c:8]2[n:9][c:10]3[c:11]([c:12](=[O:14])[o:13]2)[cH:15][cH:16][cH:17][cH:18]3)[cH:4][cH:5][cH:6][cH:7]1>>[NH:1]([c:2]1[c:3](-[c:8]2[n:9][c:10]3[c:11]([c:12](=[O:14])[o:13]2)[cH:15][cH:16][cH:17][cH:18]3)[cH:4][cH:5][cH:6][cH:7]1)[C:28]([CH2:27][NH:26][C:24]([O:23][C:19]([CH3:20])([CH3:21])[CH3:22])=[O:25])=[O:29]. The reactants are COC(=O)c1ncc(-c2cccc(C(F)(F)F)c2)cc1-c1cccc(C(F)(F)F)c1, Cc1cc(-c2cccc(C(F)(F)F)c2)cnc1C(=O)O, C1CCN(C2CCNCC2)C1. The product is O=C(c1ncc(-c2cccc(C(F)(F)F)c2)cc1-c1cccc(C(F)(F)F)c1)N1CCC(N2CCCC2)CC1. Reaction SMILES: [CH3:1][O:2][C:3](=[O:4])[c:5]1[n:6][cH:7][c:8](-[c:21]2[cH:22][c:23]([C:27]([F:28])([F:29])[F:30])[cH:24][cH:25][cH:26]2)[cH:9][c:10]1-[c:11]1[cH:12][c:13]([C:17]([F:18])([F:19])[F:20])[cH:14][cH:15][cH:16]1.[CH3:31][c:32]1[c:33]([C:34]([OH:35])=[O:36])[n:37][cH:38][c:39](-[c:40]2[cH:41][cH:42][cH:43][c:44]([C:45]([F:46])([F:47])[F:48])[cH:49]2)[cH:50]1.[N:51]1([CH:56]2[CH2:57][CH2:58][NH:59][CH2:60][CH2:61]2)[CH2:52][CH2:53][CH2:54][CH2:55]1>>[O:2]=[C:3]([c:5]1[n:6][cH:7][c:8](-[c:21]2[cH:22][c:23]([C:27]([F:28])([F:29])[F:30])[cH:24][cH:25][cH:26]2)[cH:9][c:10]1-[c:11]1[cH:12][c:13]([C:17]([F:18])([F:19])[F:20])[cH:14][cH:15][cH:16]1)[N:59]1[CH2:58][CH2:57][CH:56]([N:51]2[CH2:52][CH2:53][CH2:54][CH2:55]2)[CH2:61][CH2:60]1. Run in CS(=O)C (dimethyl sulfoxide), O (water), C(C)(C)(C)OC (methyl tert-butyl ether). Conditions: time 5 minute. As a reaction SMILES: [O:1]1[CH2:6][CH:5]=[C:4](B2OC(C)(C)C(C)(C)O2)[CH2:3][CH2:2]1.I[C:17]1[N:18]=[C:19]([CH:29]2[CH2:34][CH2:33][N:32]([C:35]([O:37][C:38]([CH3:41])([CH3:40])[CH3:39])=[O:36])[CH2:31][CH2:30]2)[N:20]([CH2:22][CH2:23][N:24]2[CH2:28][CH2:27][CH2:26][CH2:25]2)[CH:21]=1.C(=O)([O-])[O-].[Na+].[Na+].F[B-](F)(F)F.C([PH+](C(C)(C)C)C(C)(C)C)(C)(C)C>O.C(OC)(C)(C)C.C([O-])(=O)C.[Pd+2].C([O-])(=O)C.CS(C)=O>[O:1]1[CH2:6][CH:5]=[C:4]([C:17]2[N:18]=[C:19]([CH:29]3[CH2:34][CH2:33][N:32]([C:35]([O:37][C:38]([CH3:41])([CH3:40])[CH3:39])=[O:36])[CH2:31][CH2:30]3)[N:20]([CH2:22][CH2:23][N:24]3[CH2:28][CH2:27][CH2:26][CH2:25]3)[CH:21]=2)[CH2:3][CH2:2]1 |f:2.3.4,5.6,9.10.11|. Procedure details: Combine 2-(3,6-dihydro-2H-pyran-4-yl)-4,4,5,5-tetramethyl-1,3,2-dioxaborolane (19.1 g, 1.6 eq), tert-butyl 4-[4-iodo-1-(2-pyrrolidin-1-ylethyl)imidazol-2-yl]piperidine-1-carboxylate (27 g, 56.9 mmol), sodium carbonate (120.6 g, 3.0 eq), and dimethyl sulfoxide (135 mL). Stir for five minutes. Add tri-tert-butylphosphonium tetrafluoroborate (1.7 g, 0.1 eq) and palladium(II) acetate (645.4 mg, 0.05 eq). Stir the resulting suspension at 75-80° C. under nitrogen for 45 minutes. Allow the mixture to c... The product is O1CCC(=CC1)C=1N=C(N(C1)CCN1CCCC1)C1CCN(CC1)C(=O)OC(C)(C)C (tert-butyl 4-[4-(3,6-dihydro-2H-pyran-4-yl)-1-(2-pyrrolidin-1-ylethyl)imidazol-2-yl]piperidine-1-carboxylate). The reagents and catalysts are C(C)(=O)[O-].[Pd+2].C(C)(=O)[O-] (palladium(II) acetate). Isolated yield 96.3%. Reactants: O1CCC(=CC1)B1OC(C(O1)(C)C)(C)C (2-(3,6-dihydro-2H-pyran-4-yl)-4,4,5,5-tetramethyl-1,3,2-dioxaborolane), F[B-](F)(F)F.C(C)(C)(C)[PH+](C(C)(C)C)C(C)(C)C (tri-tert-butylphosphonium tetrafluoroborate), IC=1N=C(N(C1)CCN1CCCC1)C1CCN(CC1)C(=O)OC(C)(C)C (tert-butyl 4-[4-iodo-1-(2-pyrrolidin-1-ylethyl)imidazol-2-yl]piperidine-1-carboxylate), C([O-])([O-])=O.[Na+].[Na+] (sodium carbonate). The reactants are ClC1=NC(=C2N=CN(C2=N1)CC1=C(C=CC=C1F)F)NC (2-chloro-9-(2,6-difluorobenzyl)-6-(N-methylamino)-9H-purine), CNC (N,N-dimethylamine). Product: FC1=C(CN2C3=NC(=NC(=C3N=C2)NC)N(C)C)C(=CC=C1)F (9-(2,6-difluorobenzyl)-2-(N,N-dimethylamino)-6-(N-methylamino)-9H-purine). RXN SMILES: Cl[C:2]1[N:10]=[C:9]2[C:5]([N:6]=[CH:7][N:8]2[CH2:11][C:12]2[C:17]([F:18])=[CH:16][CH:15]=[CH:14][C:13]=2[F:19])=[C:4]([NH:20][CH3:21])[N:3]=1.[CH3:22][NH:23][CH3:24]>>[F:19][C:13]1[CH:14]=[CH:15][CH:16]=[C:17]([F:18])[C:12]=1[CH2:11][N:8]1[CH:7]=[N:6][C:5]2[C:9]1=[N:10][C:2]([N:23]([CH3:24])[CH3:22])=[N:3][C:4]=2[NH:20][CH3:21]. Procedure details: In a manner analogous to that described in Example 2 it is possible, by reacting 2-chloro-9-(2,6-difluorobenzyl)-6-(N-methylamino)-9H-purine (Example 17) with N,N-dimethylamine, to obtain the 9-(2,6-difluorobenzyl)-2-(N,N-dimethylamino)-6-(N-methylamino)-9H-purine, which has a melting range of from 196° to 199° (methanol), the reaction mixture being heated at 140° for 24 hours. Starting materials: C(C1=CC=CC=C1)OC(=O)N1C(O[C@H]([C@@H]1CC(C)C)CCCl)(C)C ((4S,5S)-3-benzyloxycarbonyl-2,2-dimethyl-5-(2-chloroethyl)-4-isobutyloxazolidine), CC(C)([O-])C.[K+] (potassium tert-butoxide). The solvent is C1=CC=CC=C1 (benzene), CS(=O)C (dimethyl sulfoxide). Yields the product C(C1=CC=CC=C1)OC(=O)N1C(O[C@H]([C@@H]1CC(C)C)C=C)(C)C ((4S,5S)-3-benzyloxycarbonyl-2,2-dimethyl-5-ethenyl-4-isobutyloxazolidine). Isolated yield 98.7%. Reaction SMILES: [CH2:1]([O:8][C:9]([N:11]1[C@@H:15]([CH2:16][CH:17]([CH3:19])[CH3:18])[C@H:14]([CH2:20][CH2:21]Cl)[O:13][C:12]1([CH3:24])[CH3:23])=[O:10])[C:2]1[CH:7]=[CH:6][CH:5]=[CH:4][CH:3]=1.CC(C)([O-])C.[K+]>C1C=CC=CC=1.CS(C)=O>[CH2:1]([O:8][C:9]([N:11]1[C@@H:15]([CH2:16][CH:17]([CH3:18])[CH3:19])[C@H:14]([CH:20]=[CH2:21])[O:13][C:12]1([CH3:24])[CH3:23])=[O:10])[C:2]1[CH:3]=[CH:4][CH:5]=[CH:6][CH:7]=1 |f:1.2|. Procedure details: 610 mg of (4S,5S)-3-benzyloxycarbonyl-2,2-dimethyl-5-(2-chloroethyl)-4-isobutyloxazolidine was dissolved in 3.6 ml of dry benzene, and a solution prepared by dissolving 390 mg of potassium tert-butoxide in 3.6 ml of dimethyl sulfoxide, was added thereto. The mixture was reacted at room temperature for 10 minutes. The reaction solution thus obtained was purified by silica gel column chromatography (packed with 36 g of silica gel, developer: benzene/ethyl acetate (30/1)), and the fraction containi... Isolated yield 45.8%. Procedure: To a solution of 1-methanesulfonyl-5-chloro-spiro[indoline-3,3′-pyrrolidine] (725 mg) in acetonitrile (40 ml) were added diisopropylethylamine (0.66 ml) and 4-chloro-cinnamyl chloride (467 mg). The resulting solution was stirred at room temperature for 12 hours, diluted with ethyl acetate, washed with water, brine, dried (Na2SO4) and concentrated in vacuo. The residue was purified by silica gel chromatography (eluent cyclohexane:ethyl acetate 6:4) to afford 1-methanesulfonyl-5-chloro-1′-[trans-3... Reactants: CS(=O)(=O)N1CC2(CNCC2)C2=CC(=CC=C12)Cl (1-methanesulfonyl-5-chloro-spiro[indoline-3,3′-pyrrolidine]), C(C)(C)N(CC)C(C)C (diisopropylethylamine), ClC1=CC=C(C=CCCl)C=C1 (4-chloro-cinnamyl chloride). Solvent: C(C)#N (acetonitrile), C(C)(=O)OCC (ethyl acetate). Reaction SMILES: [CH3:1][S:2]([N:5]1[C:17]2[C:12](=[CH:13][C:14]([Cl:18])=[CH:15][CH:16]=2)[C:7]2([CH2:11][CH2:10][NH:9][CH2:8]2)[CH2:6]1)(=[O:4])=[O:3].C(N(C(C)C)CC)(C)C.[Cl:28][C:29]1[CH:38]=[CH:37][C:32]([CH:33]=[CH:34][CH2:35]Cl)=[CH:31][CH:30]=1>C(#N)C.C(OCC)(=O)C>[CH3:1][S:2]([N:5]1[C:17]2[C:12](=[CH:13][C:14]([Cl:18])=[CH:15][CH:16]=2)[C:7]2([CH2:11][CH2:10][N:9]([CH2:35]/[CH:34]=[CH:33]/[C:32]3[CH:37]=[CH:38][C:29]([Cl:28])=[CH:30][CH:31]=3)[CH2:8]2)[CH2:6]1)(=[O:4])=[O:3]. Run at time 12 hour. Yields the product CS(=O)(=O)N1CC2(CN(CC2)C\C=C\C2=CC=C(C=C2)Cl)C2=CC(=CC=C12)Cl (1-methanesulfonyl-5-chloro-1′-[trans-3-(4-chlorophenyl)allyl]spiro[indoline-3,3′-pyrrolidine]). Reactants: C[O-].[Na+] (sodium methoxide), FC1=C(C=C(C=C1)N1N=C(C=C1C1=CC=C(C=C1)S(=O)(=O)C)C(=O)OCC)C (ethyl 1-(4-fluoro-3-methylphenyl)-5-[4-(methylsulfonyl)phenyl]pyrazole-3-carboxylate), C(=O)N (formamide), ice water. Reaction conditions: temperature 110 celsius, time 2 hour. Product: FC1=C(C=C(C=C1)N1N=C(C=C1C1=CC=C(C=C1)S(=O)(=O)C)C#N)C (1-(4-fluoro-3-methylphenyl)-5-[4-(methylsulfonyl)phenyl]pyrazole-3-carbonitrile). RXN SMILES: C[O-].[Na+].[F:4][C:5]1[CH:10]=[CH:9][C:8]([N:11]2[C:15]([C:16]3[CH:21]=[CH:20][C:19]([S:22]([CH3:25])(=[O:24])=[O:23])=[CH:18][CH:17]=3)=[CH:14][C:13]([C:26](OCC)=O)=[N:12]2)=[CH:7][C:6]=1[CH3:31].C([NH2:34])=O>>[F:4][C:5]1[CH:10]=[CH:9][C:8]([N:11]2[C:15]([C:16]3[CH:21]=[CH:20][C:19]([S:22]([CH3:25])(=[O:24])=[O:23])=[CH:18][CH:17]=3)=[CH:14][C:13]([C:26]#[N:34])=[N:12]2)=[CH:7][C:6]=1[CH3:31] |f:0.1|. Reported procedure: A mixture of sodium methoxide (169 mg) and ethyl 1-(4-fluoro-3-methylphenyl)-5-[4-(methylsulfonyl)phenyl]pyrazole-3-carboxylate (420 mg) in formamide (5 ml) was warmed at 110° C. for 30 minutes. The reaction mixture was poured into ice-water (50 ml) and the precipitate was collected by filtration, and washed with water and dried in vacuo. To an ice-cooled solution of POCl3 (0.23 ml) in dimethylformamide (3 ml) was added the residue by small portions under nitrogen atmosphere. After 2 hours, the ... The reactants are COc1ccc(S(=O)(=O)c2oc3ccc(F)cc3c2C)nn1, Cl, C1COCCO1. The product is Cc1c(S(=O)(=O)c2ccc(=O)[nH]n2)oc2ccc(F)cc12. Reaction SMILES: [CH3:1][O:2][c:3]1[n:4][n:5][c:6]([S:9](=[O:10])(=[O:11])[c:12]2[o:13][c:14]3[c:15]([c:16]2[CH3:17])[cH:18][c:19]([F:22])[cH:20][cH:21]3)[cH:7][cH:8]1.[ClH:23].[O:24]1[CH2:25][CH2:26][O:27][CH2:28][CH2:29]1>>[O:2]=[c:3]1[nH:4][n:5][c:6]([S:9](=[O:10])(=[O:11])[c:12]2[o:13][c:14]3[c:15]([c:16]2[CH3:17])[cH:18][c:19]([F:22])[cH:20][cH:21]3)[cH:7][cH:8]1. Reactants: Cl.COC1=C(C=CC=C1)N1CCN(CC1)CC[C@H](OC1=CC=C(C(=O)C2=CNC3=CC=CC=C23)C=C1)C1=CC=C(C=C1)C ((S)-3-[4-[3-[4-(2-methoxyphenyl)piperazin-1-yl]-1-(4-methylphenyl)propoxy]benzoyl]indole hydrochloride). The solvent is C(Cl)Cl (methylene chloride). Product: COC1=C(C=CC=C1)N1CCN(CC1)CC[C@H](OC1=CC=C(C(=O)C2=CNC3=CC=CC=C23)C=C1)C1=CC=C(C=C1)C ((S)-3-[4-[3-[4-(2-methoxyphenyl)piperazin-1-yl]-1-(4-methylphenyl)propoxy]benzoyl]indole). Yield: 74.6%. As a reaction SMILES: Cl.[CH3:2][O:3][C:4]1[CH:9]=[CH:8][CH:7]=[CH:6][C:5]=1[N:10]1[CH2:15][CH2:14][N:13]([CH2:16][CH2:17][C@@H:18]([C:37]2[CH:42]=[CH:41][C:40]([CH3:43])=[CH:39][CH:38]=2)[O:19][C:20]2[CH:36]=[CH:35][C:23]([C:24]([C:26]3[C:34]4[C:29](=[CH:30][CH:31]=[CH:32][CH:33]=4)[NH:28][CH:27]=3)=[O:25])=[CH:22][CH:21]=2)[CH2:12][CH2:11]1>C(Cl)Cl>[CH3:2][O:3][C:4]1[CH:9]=[CH:8][CH:7]=[CH:6][C:5]=1[N:10]1[CH2:11][CH2:12][N:13]([CH2:16][CH2:17][C@@H:18]([C:37]2[CH:38]=[CH:39][C:40]([CH3:43])=[CH:41][CH:42]=2)[O:19][C:20]2[CH:36]=[CH:35][C:23]([C:24]([C:26]3[C:34]4[C:29](=[CH:30][CH:31]=[CH:32][CH:33]=4)[NH:28][CH:27]=3)=[O:25])=[CH:22][CH:21]=2)[CH2:14][CH2:15]1 |f:0.1|. Reported procedure: Separately, a suspension of (S)-3-[4-[3-[4-(2-methoxyphenyl)piperazin-1-yl]-1-(4-methylphenyl)propoxy]benzoyl]indole hydrochloride (2.0 g) in in methylene chloride was partitioned by addition of saturated sodium bicarbonate. The organic layer was washed with brine and dried over anhydrous magnesium sulfate, after which the solvent was evaporated under reduced pressure. The residue was recrystallized from a solvent mixture of ethyl acetate and diisopropyl ether, to thereby obtain 1.4 g of (S)-3-[...